Dataset: the Open Reaction Database (ORD), a public repository of structured organic reaction records. Task: describe an organic reaction: reactants, conditions, products, and yield The yield is 26.7%. Reported procedure: 1.5 g of (Z)-3-(3-nitro-4-chlorophenyl)-2-(3,4,5-trimethoxyphenyl)-prop-2-ene-nitrile was dissolved in 500 ml of acetone and the solution was reacted in a photochemical apparatus (visible light) for 1 hour. The reaction mixture was concentrated and a half of it was purified on a silica gel plate to give 400 mg of the intended compound. The reactants are [N+](=O)([O-])C=1C=C(C=CC1Cl)\C=C(/C#N)\C1=CC(=C(C(=C1)OC)OC)OC ((Z)-3-(3-nitro-4-chlorophenyl)-2-(3,4,5-trimethoxyphenyl)-prop-2-ene-nitrile). As a reaction SMILES: [N+:1]([C:4]1[CH:5]=[C:6](/[CH:11]=[C:12](/[C:15]2[CH:20]=[C:19]([O:21][CH3:22])[C:18]([O:23][CH3:24])=[C:17]([O:25][CH3:26])[CH:16]=2)\[C:13]#[N:14])[CH:7]=[CH:8][C:9]=1[Cl:10])([O-:3])=[O:2]>CC(C)=O>[N+:1]([C:4]1[CH:5]=[C:6](/[CH:11]=[C:12](\[C:15]2[CH:20]=[C:19]([O:21][CH3:22])[C:18]([O:23][CH3:24])=[C:17]([O:25][CH3:26])[CH:16]=2)/[C:13]#[N:14])[CH:7]=[CH:8][C:9]=1[Cl:10])([O-:3])=[O:2]. Run in CC(=O)C (acetone). Product: [N+](=O)([O-])C=1C=C(C=CC1Cl)/C=C(/C#N)\C1=CC(=C(C(=C1)OC)OC)OC ((E)-3-(3-nitro-4-chlorophenyl)-2-(3,4,5-trimethoxyphenyl)-prop-2-ene-nitrile).